Dataset: the Open Reaction Database (ORD), a public repository of structured organic reaction records. Task: describe an organic reaction: reactants, conditions, products, and yield The reactants are CCOC(=O)c1c(O)c2cccc3c2n(c1=O)CCO3, CNc1ccccc1, c1ccncc1. The product is CN(C(=O)c1c(O)c2cccc3c2n(c1=O)CCO3)c1ccccc1. As a reaction SMILES: [CH2:1]([O:2][C:4](=[O:5])[c:6]1[c:7]([OH:20])[c:8]2[cH:9][cH:10][cH:11][c:12]3[c:13]2[n:14]([c:18]1=[O:19])[CH2:15][CH2:16][O:17]3)[CH3:3].[CH3:21][NH:22][c:23]1[cH:24][cH:25][cH:26][cH:27][cH:28]1.[cH:29]1[cH:30][cH:31][n:32][cH:33][cH:34]1>>[C:4](=[O:5])([c:6]1[c:7]([OH:20])[c:8]2[cH:9][cH:10][cH:11][c:12]3[c:13]2[n:14]([c:18]1=[O:19])[CH2:15][CH2:16][O:17]3)[N:22]([CH3:21])[c:23]1[cH:24][cH:25][cH:26][cH:27][cH:28]1. Starting materials: C(C1=CC=CC=C1)Br (benzyl bromide), C1(O)=C(O)C(O)=CC=C1 (pyrogallol), B(OCC)(OCC)OCC (triethyl borate). Run in C(C)OC(C)=O.C1CCCCC1 (cyclohexane - ethyl acetate). Yields the product C(C1=CC=CC=C1)OC1=C(C(=CC=C1)O)O (1-(benzyloxy) 2,3-dihydroxy benzene), mixture. The yield is 78.0%. Reaction SMILES: [C:1]1([CH:9]=[CH:8][CH:7]=[C:5]([OH:6])[C:3]=1[OH:4])[OH:2].B(OCC)(OCC)OCC.[CH2:20](Br)[C:21]1[CH:26]=[CH:25][CH:24]=[CH:23][CH:22]=1>C(OC(=O)C)C.C1CCCCC1>[CH2:20]([O:2][C:1]1[CH:9]=[CH:8][CH:7]=[C:5]([OH:6])[C:3]=1[OH:4])[C:21]1[CH:26]=[CH:25][CH:24]=[CH:23][CH:22]=1 |f:3.4|. Procedure details: Using the procedure of Example 13, 25.22 g of pyrogallol, 35.1 ml of triethyl borate and 23.76 ml of benzyl bromide were reacted to obtain 33.8 g of the expected product in the form of a thick red oil after chromatography on silica eluting with a cyclohexane - ethyl acetate (6-4) mixture (Yield: 78%). Procedure: [7-(3,5-Dimethoxyphenyl)-7-oxo-1-heptynyl]trimethylsilane (1 equiv.) was dissolved in anhydrous ether (0.5 M), the solution was cooled in an ice-bath under argon and methylmagnesium bromide (2 equiv., 3M solution in diethyl ether) was added dropwise. The light gray solution was allowed to warm to room temperature and stirred for an additional hour. The reaction mixture was poured into saturated ammonium chloride solution, the organic phase was separated and the aqueous phase was extracted with d... The yield is 95.0%. As a reaction SMILES: [CH3:1][O:2][C:3]1[CH:4]=[C:5]([C:11](=[O:22])[CH2:12][CH2:13][CH2:14][CH2:15][C:16]#[C:17][Si:18]([CH3:21])([CH3:20])[CH3:19])[CH:6]=[C:7]([O:9][CH3:10])[CH:8]=1.[CH3:23][Mg]Br.[Cl-].[NH4+]>CCOCC>[CH3:10][O:9][C:7]1[CH:6]=[C:5]([C:11]([OH:22])([CH3:23])[CH2:12][CH2:13][CH2:14][CH2:15][C:16]#[C:17][Si:18]([CH3:21])([CH3:20])[CH3:19])[CH:4]=[C:3]([O:2][CH3:1])[CH:8]=1 |f:2.3|. Reactants: C[Mg]Br (methylmagnesium bromide), COC=1C=C(C=C(C1)OC)C(CCCCC#C[Si](C)(C)C)=O ([7-(3,5-Dimethoxyphenyl)-7-oxo-1-heptynyl]trimethylsilane), [Cl-].[NH4+] (ammonium chloride). The solvent is CCOCC (ether). Yields the product COC=1C=C(C=C(C1)OC)C(CCCCC#C[Si](C)(C)C)(C)O ([7-(3,5-dimethoxyphenyl)-7-hydroxy-1-octynyl]trimethylsilane). Starting materials: aqueous solution, CN (methylamine), NC=1C(=CC(=C(C1)N1C=C(C(C2=CC(=C(C(=C12)[N+](=O)[O-])F)C)=O)C(=O)O)F)F (1-(5-amino-2,4-difluorophenyl)-7-fluoro-6-methyl-8-nitro-4-oxo-1,4-dihydroquinoline-3-carboxylic acid). Reagents/catalysts: CS(=O)C (Dimethyl sulfoxide). Solvent: N1=CC=CC=C1 (Pyridine). Run at temperature 40 celsius, time 8 hour. The product is NC=1C(=CC(=C(C1)N1C=C(C(C2=CC(=C(C(=C12)[N+](=O)[O-])NC)C)=O)C(=O)O)F)F (1-(5-Amino-2,4-difluorophenyl)-6-methyl-7-methylamino-8-nitro-4-oxo-1,4-dihydroquinoline-3-carboxylic Acid). Reaction SMILES: [CH3:1][NH2:2].[NH2:3][C:4]1[C:5]([F:30])=[CH:6][C:7]([F:29])=[C:8]([N:10]2[C:19]3[C:14](=[CH:15][C:16]([CH3:24])=[C:17](F)[C:18]=3[N+:20]([O-:22])=[O:21])[C:13](=[O:25])[C:12]([C:26]([OH:28])=[O:27])=[CH:11]2)[CH:9]=1>CS(C)=O.N1C=CC=CC=1>[NH2:3][C:4]1[C:5]([F:30])=[CH:6][C:7]([F:29])=[C:8]([N:10]2[C:19]3[C:14](=[CH:15][C:16]([CH3:24])=[C:17]([NH:2][CH3:1])[C:18]=3[N+:20]([O-:22])=[O:21])[C:13](=[O:25])[C:12]([C:26]([OH:28])=[O:27])=[CH:11]2)[CH:9]=1. Procedure: Pyridine (500 mg) and a 40% aqueous solution (300 mg) of methylamine were added to 1-(5-amino-2,4-difluorophenyl)-7-fluoro-6-methyl-8-nitro-4-oxo-1,4-dihydroquinoline-3-carboxylic acid (70 mg), and the mixture was heated and stirred overnight at 40° C. Dimethyl sulfoxide (10 drops) was added to the reaction mixture, followed by stirring at 40° C. for 5 hours. The solvent and the like were distilled off under reduced pressure, and ethanol (0.5 ml) was added to the residue. Solids deposited were c... Product: CNCCN(CCC12CC3CC(CC(C3)C1)C2)C(=O)NCCCc1ccncc1. As a reaction SMILES: [Al+3:2].[C:7](=[O:8])([CH3:9])[NH:10][CH2:11][CH2:12][N:13]([C:14](=[O:15])[NH:16][CH2:17][CH2:18][CH2:19][c:20]1[cH:21][cH:22][n:23][cH:24][cH:25]1)[CH2:26][CH2:27][C:28]12[CH2:29][CH:30]3[CH2:31][CH:32]([CH2:33][CH:34]([CH2:35]1)[CH2:36]3)[CH2:37]2.[CH3:38][CH2:39][O:40][C:41](=[O:42])[CH3:43].[CH3:46][CH2:47][O:48][CH2:49][CH3:50].[H-:1].[H-:4].[H-:5].[H-:6].[Li+:3].[Na+:45].[O:51]1[CH2:52][CH2:53][CH2:54][CH2:55]1.[OH-:44]>>[CH3:7][NH:10][CH2:11][CH2:12][N:13]([C:14](=[O:15])[NH:16][CH2:17][CH2:18][CH2:19][c:20]1[cH:21][cH:22][n:23][cH:24][cH:25]1)[CH2:26][CH2:27][C:28]12[CH2:29][CH:30]3[CH2:31][CH:32]([CH2:33][CH:34]([CH2:35]1)[CH2:36]3)[CH2:37]2. The reactants are [Al+3], CC(=O)NCCN(CCC12CC3CC(CC(C3)C1)C2)C(=O)NCCCc1ccncc1, CCOC(C)=O, CCOCC, [H-], [H-], [H-], [H-], [Li+], [Na+], C1CCOC1, [OH-]. The reactants are BrC=1C(=NC=CC1)C (3-bromo-2-methylpyridine), B(OC(C)C)(OC(C)C)OC(C)C (triisopropyl borate), Cl (HCl), C(CCC)[Li] (butyllithium). Solvent: COCCOC.CCO (DME EtOH), COCCOC.CCO (DME EtOH), O (water). Run at temperature -70 celsius. Product: CC1=NC=CC=C1B(O)O (2-methylpyridin-3-ylboronic acid). The yield is 66.7%. As a reaction SMILES: Br[C:2]1[C:3]([CH3:8])=[N:4][CH:5]=[CH:6][CH:7]=1.[B:9](OC(C)C)([O:14]C(C)C)[O:10]C(C)C.C([Li])CCC.Cl>COCCOC.CCO.O>[CH3:8][C:3]1[C:2]([B:9]([OH:14])[OH:10])=[CH:7][CH:6]=[CH:5][N:4]=1 |f:4.5|. Reported procedure: To a solution of 3-bromo-2-methylpyridine (4.00 g, 23 mmol), triisopropyl borate (6.40 mL, 28 mmol) in 50 mL of 4/1 toluene/THF (4/1, 50 mL) at −78° C. was added was added butyllithium (17 mL, 28 mmol), dropwise. The mixture was allowed to warm up to 30 min at −70° C. LCMS and then to 20° C. HCl (2M) was added to bring the solution to pH1. Then water (20 mL) was added and the mixture was extracted with toluene. The aqueous layer was neutralized with 1 M NaOH and extracted with dichloromethane. T...